describe an organic reaction: reactants, conditions, products, and yield From a dataset of the Open Reaction Database (ORD), a public repository of structured organic reaction records. Product: ClC1=NC(=CC(=N1)NN)C1=CC=CC=C1 (2-chloro-4-hydrazinyl-6-phenylpyrimidine). Reactants: ClC1=NC(=CC(=N1)Cl)C1=CC=CC=C1 (2,4-dichloro-6-phenylpyrimidine), O.NN (hydrazine hydrate), ethyl acetate hexanes. RXN SMILES: [Cl:1][C:2]1[N:7]=[C:6](Cl)[CH:5]=[C:4]([C:9]2[CH:14]=[CH:13][CH:12]=[CH:11][CH:10]=2)[N:3]=1.O.[NH2:16][NH2:17]>O1CCOCC1>[Cl:1][C:2]1[N:7]=[C:6]([NH:16][NH2:17])[CH:5]=[C:4]([C:9]2[CH:14]=[CH:13][CH:12]=[CH:11][CH:10]=2)[N:3]=1 |f:1.2|. Reported procedure: To a solution of 2,4-dichloro-6-phenylpyrimidine (224 mg, 1 mmol) in 1 mL of 1,4-dioxane was added 300 uL of hydrazine hydrate. Stirring was continued at room temperature and the reaction monitored by thin layer chromatography (30% ethyl acetate/hexanes). When the starting material was consumed, 2 mL of water was added and the resultant precipitate was collected on a filter to afford 2-chloro-4-hydrazinyl-6-phenylpyrimidine as a yellow solid. The damp solid was suspended in 2 mL of ethanol, to w... The solvent is O1CCOCC1 (1,4-dioxane). Reactants: C(=O)NC(C(=O)OCC)(C(=O)OCC)CC(=C)C (Diethyl 2-(formylamino)-(2-methyl-2-propenyl)-propandioate), C(C=O)(=O)OCC (ethyl glyoxylate), ferric chloride, O (water). Solvent: C(Cl)Cl (methylene chloride), C(Cl)Cl (methylene chloride), C(Cl)Cl (methylene chloride). Run at temperature -20 celsius, time 1 hour. The product is NC(C(=O)O)CC(CCC(=O)O)=C (2-amino-4-methylene-heptanedioic acid). Isolated yield 228.4%. Reaction SMILES: [C:1]([O:5]CC)(=[O:4])[CH:2]=O.C([NH:10][C:11]([CH2:22][C:23]([CH3:25])=[CH2:24])(C(OCC)=O)[C:12]([O:14]CC)=[O:13])=O.O>C(Cl)Cl>[NH2:10][CH:11]([CH2:22][C:23](=[CH2:24])[CH2:25][CH2:2][C:1]([OH:5])=[O:4])[C:12]([OH:14])=[O:13]. Procedure: A solution of 26.5 g of ethyl glyoxylate in 180 ml of methylene chloride was added dropwise over 10 minutes to a solution of 84 g of ferric chloride in 180 ml of methylene chloride and after stirring for one hour, the mixture was cooled to -20° C. A solution of 34 g of the product of Step A in 180 ml of methylene chloride was added dropwise over 20 minutes and the mixture was stirred for one hour at -20° C. and then was poured into 300 ml of iced water. The mixture was extracted with methylene c...